Dataset: the Open Reaction Database (ORD), a public repository of structured organic reaction records. Task: describe an organic reaction: reactants, conditions, products, and yield Reactants: CCN(CC)CCN1CCc2[nH]c(C=O)c(C)c2C1=O, CC(=O)Nc1ccc2c(c1)CC(=O)N2. Product: CCN(CC)CCN1CCc2[nH]c(C=C3C(=O)Nc4ccc(NC(C)=O)cc43)c(C)c2C1=O. As a reaction SMILES: [CH2:1]([CH3:2])[N:3]([CH2:4][CH2:5][N:6]1[C:7](=[O:18])[c:8]2[c:9]([nH:12][c:13]([CH:16]=[O:17])[c:14]2[CH3:15])[CH2:10][CH2:11]1)[CH2:19][CH3:20].[NH:21]([C:22](=[O:23])[CH3:24])[c:25]1[cH:26][c:27]2[c:31]([cH:32][cH:33]1)[NH:30][C:29](=[O:34])[CH2:28]2>>[CH2:1]([CH3:2])[N:3]([CH2:4][CH2:5][N:6]1[C:7](=[O:18])[c:8]2[c:9]([nH:12][c:13]([CH:16]=[C:28]3[c:27]4[cH:26][c:25]([NH:21][C:22](=[O:23])[CH3:24])[cH:33][cH:32][c:31]4[NH:30][C:29]3=[O:34])[c:14]2[CH3:15])[CH2:10][CH2:11]1)[CH2:19][CH3:20]. Starting materials: O=C([O-])[O-], C#CCBr, CC#N, CCC(C)=C1OC(=O)N(c2cc(O)c(Br)cc2F)C1=O, [K+], [K+]. Product: C#CCOc1cc(N2C(=O)OC(=C(C)CC)C2=O)c(F)cc1Br. RXN SMILES: [C:21](=[O:22])([O-:23])[O-:24].[CH2:27]([C:28]#[CH:29])[Br:30].[CH3:31][C:32]#[N:33].[F:1][c:2]1[c:3]([N:10]2[C:11](=[O:20])[O:12][C:13](=[C:16]([CH3:17])[CH2:18][CH3:19])[C:14]2=[O:15])[cH:4][c:5]([OH:9])[c:6]([Br:8])[cH:7]1.[K+:25].[K+:26]>>[F:1][c:2]1[c:3]([N:10]2[C:11](=[O:20])[O:12][C:13](=[C:16]([CH3:17])[CH2:18][CH3:19])[C:14]2=[O:15])[cH:4][c:5]([O:9][CH2:29][C:28]#[CH:27])[c:6]([Br:8])[cH:7]1. Reactants: CCO, O=C1CCC(=O)N1Cl, CC(C)CNc1cc(Cl)nc(N)[n+]1[O-]. Product: CC(C)CNc1c(Cl)c(Cl)nc(N)[n+]1[O-]. Reaction SMILES: [CH3:23][CH2:24][OH:25].[Cl:15][N:16]1[C:17](=[O:18])[CH2:19][CH2:20][C:21]1=[O:22].[NH2:1][c:2]1[n:3][c:4]([Cl:14])[cH:5][c:6]([NH:9][CH2:10][CH:11]([CH3:12])[CH3:13])[n+:7]1[O-:8]>>[NH2:1][c:2]1[n:3][c:4]([Cl:14])[c:5]([Cl:15])[c:6]([NH:9][CH2:10][CH:11]([CH3:12])[CH3:13])[n+:7]1[O-:8]. Reactants: ClC1CCCCC1 (chlorocyclohexane), C1=CC=CC=C1 (benzene), C(=O)=O (carbon dioxide), [Li] (lithium), CC(C)([O-])C.[K+] (potassium tert-butoxide), C1(=CC=CC=C1)C1=CC=CC=C1 (biphenyl), ClC1CCCCC1 (chlorocyclohexane). Solvent: C1CCOC1 (THF). Product: C(C1=CC=CC=C1)(=O)O (benzoic acid). Yield: 79.0%. Reaction SMILES: Cl[CH:2]1[CH2:7][CH2:6][CH2:5][CH2:4][CH2:3]1.C1C=CC=CC=1.[Li].CC(C)([O-])C.[K+].C1(C2C=CC=CC=2)C=CC=CC=1.[C:33](=[O:35])=[O:34]>C1COCC1>[C:33]([OH:35])(=[O:34])[C:2]1[CH:7]=[CH:6][CH:5]=[CH:4][CH:3]=1 |f:3.4,^1:13|. Procedure details: A mixture of 0.2 mol of chlorocyclohexane and 0.2 mol of benzene is added dropwise to a suspension of 0.4 mol of lithium granules, 0.21 mol of potassium tert-butoxide and 35 mg of biphenyl in 300 g of THF at −72° C. After a conversion of the chlorocyclohexane of >97% determined by means of GC (total of 24 h), carbon dioxide is passed in until saturation is achieved. The work-up is carried out by a method analogous to that in example 3; benzoic acid is obtained in a yield of 79%. The reactants are FC(CCSc1nccs1)C(F)(F)Br, ClCCl, O, O=S(=O)(Cl)Cl. RXN SMILES: [Br:1][C:2]([CH:3]([CH2:4][CH2:5][S:6][c:7]1[s:8][cH:9][cH:10][n:11]1)[F:12])([F:13])[F:14].[Cl:21][CH2:22][Cl:23].[OH2:20].[S:15]([Cl:16])(=[O:17])([Cl:18])=[O:19]>>[Br:1][C:2]([CH:3]([CH2:4][CH2:5][S:6][c:7]1[s:8][c:9]([Cl:18])[cH:10][n:11]1)[F:12])([F:13])[F:14]. The product is FC(CCSc1ncc(Cl)s1)C(F)(F)Br. As a reaction SMILES: C(O)(=O)C(O)=O.[CH2:7]([C:10]1[N:23]([CH2:24][C:25]2[CH:30]=[CH:29][C:28]([C:31]3[CH:36]=[CH:35][CH:34]=[CH:33][C:32]=3[C:37]([O:39][C:40]([CH3:43])([CH3:42])[CH3:41])=[O:38])=[CH:27][CH:26]=2)[C:13]2[CH:14]([C:18]([O:20][CH2:21][CH3:22])=[O:19])[NH:15][CH2:16][CH2:17][C:12]=2[N:11]=1)[CH2:8][CH3:9].Cl[C:45]([O:47][CH2:48][CH3:49])=[O:46]>>[CH2:7]([C:10]1[N:23]([CH2:24][C:25]2[CH:26]=[CH:27][C:28]([C:31]3[CH:36]=[CH:35][CH:34]=[CH:33][C:32]=3[C:37]([O:39][C:40]([CH3:41])([CH3:43])[CH3:42])=[O:38])=[CH:29][CH:30]=2)[C:13]2[CH:14]([C:18]([O:20][CH2:21][CH3:22])=[O:19])[N:15]([C:45]([O:47][CH2:48][CH3:49])=[O:46])[CH2:16][CH2:17][C:12]=2[N:11]=1)[CH2:8][CH3:9] |f:0.1|. Procedure: The compound obtained in Example 62 (1.00 g) is treated in the same manner as in Example 64 with using ethyl chloroformate (0.27 g) instead of acetic anhydride to give ethyl 2-n-propyl-5-ethoxycarbonyl-3-[2'-(t-butoxycarbonyl)biphenyl-4-yl]methyl-4,5,6,7-tetrahydroimidazo[4,5-c]pyridine-4-carboxylate (0.82 g) as a white foam. Product: C(CC)C1=NC2=C(C(N(CC2)C(=O)OCC)C(=O)OCC)N1CC1=CC=C(C=C1)C1=C(C=CC=C1)C(=O)OC(C)(C)C (ethyl 2-n-propyl-5-ethoxycarbonyl-3-[2'-(t-butoxycarbonyl)biphenyl-4-yl]methyl-4,5,6,7-tetrahydroimidazo[4,5-c]pyridine-4-carboxylate). Yield: 84.6%. The reactants are C(C(=O)O)(=O)O.C(CC)C1=NC2=C(C(NCC2)C(=O)OCC)N1CC1=CC=C(C=C1)C1=C(C=CC=C1)C(=O)OC(C)(C)C (ethyl 2-n-propyl-3-[2'-(t-butoxycarbonyl)biphenyl-4-yl]methyl-4,5,6,7-tetrahydroimidazo[4,5-c]pyridine-4-carboxylate oxalate), ClC(=O)OCC (ethyl chloroformate).